From a dataset of the Open Reaction Database (ORD), a public repository of structured organic reaction records. describe an organic reaction: reactants, conditions, products, and yield Starting materials: CC1=NC(=NC=C1C1=NC(=NC=C1)SC)N (4′-Methyl-2-methylsulfanyl-[4,5′]bipyrimidinyl-2′-ylamine), C1=CC(=CC(=C1)Cl)C(=O)OO (mCPBA). The solvent is C(Cl)Cl (DCM), C(Cl)Cl (DCM), O (water). Product: CS(=O)C1=NC=CC(=N1)C=1C(=NC(=NC1)N)C (2-Methanesulfinyl-4′-methyl-[4,5′]bipyrimidinyl-2′-ylamine). Yield: 17.2%. Reaction SMILES: [CH3:1][C:2]1[C:7]([C:8]2[CH:13]=[CH:12][N:11]=[C:10]([S:14][CH3:15])[N:9]=2)=[CH:6][N:5]=[C:4]([NH2:16])[N:3]=1.C1C=C(Cl)C=C(C(OO)=[O:25])C=1>C(Cl)Cl.O>[CH3:15][S:14]([C:10]1[N:9]=[C:8]([C:7]2[C:2]([CH3:1])=[N:3][C:4]([NH2:16])=[N:5][CH:6]=2)[CH:13]=[CH:12][N:11]=1)=[O:25]. Procedure: To a suspension of 4′-Methyl-2-methylsulfanyl-[4,5]bipyrimidinyl-2′-ylamine (19) (380 mg, 1.629 mmol) in DCM (3.258 mL) was added mCPBA (402 mg, 1.629 mmol). The reaction turned to a brown solution, and immediately the reaction was complete. The reaction mixture was diluted with DCM and water. The organic layer was washed with saturated sodium bicarbonate and brine, dried with sodium sulfate, and concentrated. The crude residue was purified by flash chromatography with a gradient of 2-10% MeOH i... Product: BrCC(CCC1C(CCCCC)(C)O1)=O (1-Bromo-5,6-epoxy-6-methyl-undecan-2-one), BrCC(CCCC(CCC)C)=O (1-bromo-6-methyl-nonan-2-one). Procedure details: When in the above procedure 1-bromo-6-methyl-2-oxo-oct-5-ene and 1-bromo-6-methyl-2-oxo-non-5-ene are employed in place of 1-bromo-6-methyl-2-oxo-undec-5-ene, the corresponding 1-bromo-5,6-epoxy-6-methyl-octan-2-one and 1-bromo-6-methyl-nonan-2-one are obtained. Reactants: BrCC(CCC=C(CCCCC)C)=O (1-bromo-6-methyl-2-oxo-undec-5-ene), BrCC(CCC=C(CC)C)=O (1-bromo-6-methyl-2-oxo-oct-5-ene), BrCC(CCC=C(CCC)C)=O (1-bromo-6-methyl-2-oxo-non-5-ene). Reaction SMILES: BrCC(=[O:11])CCC=C(C)CC.[Br:12][CH2:13][C:14](=[O:23])[CH2:15][CH2:16][CH:17]=[C:18]([CH3:22])[CH2:19][CH2:20][CH3:21].[Br:24][CH2:25][C:26](=[O:37])[CH2:27][CH2:28][CH:29]=[C:30]([CH3:36])[CH2:31][CH2:32][CH2:33][CH2:34][CH3:35]>>[Br:24][CH2:25][C:26](=[O:37])[CH2:27][CH2:28][CH:29]1[O:11][C:30]1([CH3:36])[CH2:31][CH2:32][CH2:33][CH2:34][CH3:35].[Br:12][CH2:13][C:14](=[O:23])[CH2:15][CH2:16][CH2:17][CH:18]([CH3:22])[CH2:19][CH2:20][CH3:21].